The task is: describe an organic reaction: reactants, conditions, products, and yield. This data is from the Open Reaction Database (ORD), a public repository of structured organic reaction records. The reactants are CC(C)CNc1ccccc1CCl, CCOCC, CCO, Cl, Sc1nc2ncccc2[nH]1. The product is CC(C)CNc1ccccc1CSc1nc2ncccc2[nH]1. As a reaction SMILES: [CH2:12]([CH:13]([CH3:14])[CH3:15])[NH:16][c:17]1[c:18]([CH2:19][Cl:20])[cH:21][cH:22][cH:23][cH:24]1.[CH3:25][CH2:26][O:27][CH2:28][CH3:29].[CH3:30][CH2:31][OH:32].[ClH:11].[SH:1][c:2]1[nH:3][c:4]2[c:5]([n:6][cH:7][cH:8][cH:9]2)[n:10]1>>[S:1]([c:2]1[nH:3][c:4]2[c:5]([n:6][cH:7][cH:8][cH:9]2)[n:10]1)[CH2:19][c:18]1[c:17]([NH:16][CH2:12][CH:13]([CH3:14])[CH3:15])[cH:24][cH:23][cH:22][cH:21]1. The reactants are O=C([O-])[O-], CCCC[N+](CCCC)(CCCC)CCCC, CN(C)C=O, ClCCN1CCOCC1, Cl, COc1cc2c(Oc3ccc(NC(=O)Nc4ccc(F)cc4F)c(F)c3)ccnc2cc1O, [I-], [K+], [K+], [Na+], O=C([O-])O. Yields the product COc1cc2c(Oc3ccc(NC(=O)Nc4ccc(F)cc4F)c(F)c3)ccnc2cc1OCCN1CCOCC1. Reaction SMILES: [C:34](=[O:35])([O-:36])[O-:37].[CH2:56]([N+:57]([CH2:58][CH2:59][CH2:60][CH3:61])([CH2:62][CH2:63][CH2:64][CH3:65])[CH2:66][CH2:67][CH2:68][CH3:69])[CH2:70][CH2:71][CH3:72].[CH3:73][N:74]([CH3:75])[CH:76]=[O:77].[Cl:41][CH2:42][CH2:43][N:44]1[CH2:45][CH2:46][O:47][CH2:48][CH2:49]1.[ClH:40].[F:1][c:2]1[c:3]([NH:9][C:10](=[O:11])[NH:12][c:13]2[c:14]([F:33])[cH:15][c:16]([O:19][c:20]3[cH:21][cH:22][n:23][c:24]4[cH:25][c:26]([OH:32])[c:27]([O:30][CH3:31])[cH:28][c:29]34)[cH:17][cH:18]2)[cH:4][cH:5][c:6]([F:8])[cH:7]1.[I-:55].[K+:38].[K+:39].[Na+:50].[OH:51][C:52](=[O:53])[O-:54]>>[F:1][c:2]1[c:3]([NH:9][C:10](=[O:11])[NH:12][c:13]2[c:14]([F:33])[cH:15][c:16]([O:19][c:20]3[cH:21][cH:22][n:23][c:24]4[cH:25][c:26]([O:32][CH2:42][CH2:43][N:44]5[CH2:45][CH2:46][O:47][CH2:48][CH2:49]5)[c:27]([O:30][CH3:31])[cH:28][c:29]34)[cH:17][cH:18]2)[cH:4][cH:5][c:6]([F:8])[cH:7]1. Starting materials: sulfonamide, Cl.ClC1=CC=C(C=C1)C1CC(=NN1C1=C(C=C(C=C1)Cl)Cl)CN ([5-(4-Chloro-phenyl)-1-(2,4-dichloro-phenyl)-4,5-dihydro-1H-pyrazole-3-yl]methyl amine hydrochloride), FC=1C=CC(=C(C1)S(=O)(=O)Cl)C (5-fluoro-2-methylbenzenesulfonyl chloride). The product is ClC1(C(C=C(C=C1)F)S(=O)(=O)NCC1=NN(C(C1)C1=CC=C(C=C1)Cl)C1=C(C=C(C=C1)Cl)Cl)C (2-Chloro-N-[5-(4-Chloro-phenyl)-1-(2,4-dichloro-phenyl)-4,5-dihydro-1H-pyrazole-3-ylmethyl]-5-fluoro-2-methyl-benzenesulfonamide). The yield is 88.0%. Reaction SMILES: [ClH:1].[Cl:2][C:3]1[CH:8]=[CH:7][C:6]([CH:9]2[N:13]([C:14]3[CH:19]=[CH:18][C:17]([Cl:20])=[CH:16][C:15]=3[Cl:21])[N:12]=[C:11]([CH2:22][NH2:23])[CH2:10]2)=[CH:5][CH:4]=1.[F:24][C:25]1[CH:26]=[CH:27][C:28]([CH3:35])=[C:29]([S:31](Cl)(=[O:33])=[O:32])[CH:30]=1>>[Cl:1][C:28]1([CH3:35])[CH:27]=[CH:26][C:25]([F:24])=[CH:30][CH:29]1[S:31]([NH:23][CH2:22][C:11]1[CH2:10][CH:9]([C:6]2[CH:5]=[CH:4][C:3]([Cl:2])=[CH:8][CH:7]=2)[N:13]([C:14]2[CH:19]=[CH:18][C:17]([Cl:20])=[CH:16][C:15]=2[Cl:21])[N:12]=1)(=[O:33])=[O:32] |f:0.1|. Procedure: According to general sulfonamide coupling procedure, [5-(4-Chloro-phenyl)-1-(2,4-dichloro-phenyl)-4,5-dihydro-1H-pyrazole-3-yl]methyl amine hydrochloride was reacted with 5-fluoro-2-methylbenzenesulfonyl chloride. The reaction yield was 88% of 2-Chloro-N-[5-(4-Chloro-phenyl)-1-(2,4-dichloro-phenyl)-4,5-dihydro-1H-pyrazole-3-ylmethyl]-5-fluoro-2-methyl-benzenesulfonamide as a solid. Starting materials: C(=O)(O)C1=CC=C(C=C1)N1N=C(CC1=O)C (1-p-carboxyphenyl-3-methyl-2-pyrazolin-5-one), O=CC1=CC(O)=C(OC)C=C1 (iso-vanillin), C(C)(=O)O (acetic acid). Yields the product C(=O)(O)C1=CC=C(C=C1)N1N=C(C(C1=O)=CC1=C(C(=CC=C1)OC)O)C (1-(p-carboxyphenyl)-3-methyl-4-(2'-hydroxy-3'-methoxybenzylidene)-2-pyrazolin-5-one). As a reaction SMILES: [C:1]([C:4]1[CH:9]=[CH:8][C:7]([N:10]2[C:14](=[O:15])[CH2:13][C:12]([CH3:16])=[N:11]2)=[CH:6][CH:5]=1)([OH:3])=[O:2].O=C[C:19]1[CH:27]=[CH:26][C:23]([O:24][CH3:25])=[C:21]([OH:22])[CH:20]=1.[C:28](O)(=O)C>>[C:1]([C:4]1[CH:5]=[CH:6][C:7]([N:10]2[C:14](=[O:15])[C:13](=[CH:28][C:20]3[CH:19]=[CH:27][CH:26]=[C:23]([O:24][CH3:25])[C:21]=3[OH:22])[C:12]([CH3:16])=[N:11]2)=[CH:8][CH:9]=1)([OH:3])=[O:2]. Procedure details: 218 g (1 mole) of 1-p-carboxyphenyl-3-methyl-2-pyrazolin-5-one and 152 g (1 mole) of iso-vanillin were suspended in 1000 ml of acetic acid and refluxed for 3 h. After cooling down to room temperature the dye was filtered with suction and rinsed with acetone. Product: C[Si](O[C@@H]1[C@@H]2[C@]3(C=CC(C=C3[C@H](C[C@H]2[C@@H]2C[C@H]([C@H](C(COC(C)=O)=O)[C@]2(C1)C)C)F)=O)C)(C)C (11β-trimethylsiloxy-21-acetoxy-6α-fluoro-16α-methyl-pregna-1,4-diene-3,20-dione). Solvent: ClCCl (dichloromethane), ClCCl (dichloromethane). RXN SMILES: [Li].[CH3:2][Cu]C.[CH3:5][Si:6]([CH3:37])([CH3:36])[O:7][C@H:8]1[CH2:31][C@@:30]2([CH3:32])[C@@H:19]([CH2:20][CH:21]=[C:22]2[C:23](=[O:29])[CH2:24][O:25][C:26](=[O:28])[CH3:27])[C@H:18]2[C@H:9]1[C@:10]1([CH3:35])[C:15]([C@@H:16]([F:33])[CH2:17]2)=[CH:14][C:13](=[O:34])[CH:12]=[CH:11]1.[Cl-].[NH4+]>ClCCl>[CH3:37][Si:6]([CH3:5])([CH3:36])[O:7][C@H:8]1[CH2:31][C@@:30]2([CH3:32])[C@@H:19]([CH2:20][C@@H:21]([CH3:2])[C@@H:22]2[C:23](=[O:29])[CH2:24][O:25][C:26](=[O:28])[CH3:27])[C@H:18]2[C@H:9]1[C@:10]1([CH3:35])[C:15]([C@@H:16]([F:33])[CH2:17]2)=[CH:14][C:13](=[O:34])[CH:12]=[CH:11]1 |f:0.1,3.4,^1:0|. Run at temperature -10 celsius. Procedure: 750 mg cuprous iodide was suspended in 10 ml dichloromethane in an atmosphere of nitrogen and cooled to -10° C. To this suspension under stirring and cooling was added 9 ml of a 2% solution of lithium-methyl by drop wise addition maintaining the temperature below -5°. To the so obtained lithium-dimethyl-copper solution was added 425 mg 11β-trimethylsiloxy-21-acetoxy-6α-fluoropregna-1,4,16-triene-3,20-dione obtained according to Example 8 dissolved in 3 ml dichloromethane. The temperature of the ... Reactants: cuprous iodide, solution, lithium-methyl, [Li].C[Cu]C (lithium dimethyl-copper), C[Si](O[C@@H]1[C@@H]2[C@]3(C=CC(C=C3[C@H](C[C@H]2[C@@H]2CC=C(C(COC(C)=O)=O)[C@]2(C1)C)F)=O)C)(C)C (11β-trimethylsiloxy-21-acetoxy-6α-fluoropregna-1,4,16-triene-3,20-dione), [Cl-].[NH4+] (ammonium chloride). The reactants are BrCc1ccccc1, [H-], [Na+], CN(C)C=O, COC(=O)c1cccc(O)c1. The product is COC(=O)c1cccc(OCc2ccccc2)c1. As a reaction SMILES: [Br:14][CH2:15][c:16]1[cH:17][cH:18][cH:19][cH:20][cH:21]1.[H-:2].[Na+:1].[O:22]=[CH:23][N:24]([CH3:25])[CH3:26].[OH:3][c:4]1[cH:5][c:6]([C:7](=[O:8])[O:9][CH3:10])[cH:11][cH:12][cH:13]1>>[O:3]([c:4]1[cH:5][c:6]([C:7](=[O:8])[O:9][CH3:10])[cH:11][cH:12][cH:13]1)[CH2:15][c:16]1[cH:17][cH:18][cH:19][cH:20][cH:21]1. Reactants: COC(=O)CCc1n[nH]c2c(OC)cccc12, [Na+], C1CCOC1, [OH-]. The product is COc1cccc2c(CCC(=O)O)n[nH]c12. RXN SMILES: [CH3:1][O:2][c:3]1[cH:4][cH:5][cH:6][c:7]2[c:8]([CH2:12][CH2:13][C:14](=[O:15])[O:16][CH3:17])[n:9][nH:10][c:11]12.[Na+:19].[O:20]1[CH2:21][CH2:22][CH2:23][CH2:24]1.[OH-:18]>>[CH3:1][O:2][c:3]1[cH:4][cH:5][cH:6][c:7]2[c:8]([CH2:12][CH2:13][C:14](=[O:15])[OH:16])[n:9][nH:10][c:11]12.